From a dataset of the Open Reaction Database (ORD), a public repository of structured organic reaction records. describe an organic reaction: reactants, conditions, products, and yield Reactants: O=C(Cl)CCl, CC(C)(C)OC(=O)NC1CCC(N)CC1. The product is CC(C)(C)OC(=O)NC1CCC(NC(=O)CCl)CC1. Reaction SMILES: [Cl:16][CH2:17][C:18](=[O:19])[Cl:20].[NH2:1][CH:2]1[CH2:3][CH2:4][CH:5]([NH:8][C:9]([O:10][C:11]([CH3:12])([CH3:13])[CH3:14])=[O:15])[CH2:6][CH2:7]1>>[NH:1]([CH:2]1[CH2:3][CH2:4][CH:5]([NH:8][C:9]([O:10][C:11]([CH3:12])([CH3:13])[CH3:14])=[O:15])[CH2:6][CH2:7]1)[C:18]([CH2:17][Cl:16])=[O:19].